From a dataset of the Open Reaction Database (ORD), a public repository of structured organic reaction records. describe an organic reaction: reactants, conditions, products, and yield The solvent is C1(=CC=CC=C1)C (toluene), C1(=CC=CC=C1)C (toluene). Reactants: COC(NC=1C=NC(=CC1C1=C(C=C(C=C1)F)C)N1CCSCC1)=O ([4-(4-fluoro-2-methyl-phenyl)-6-thiomorpholin-4-yl-pyridin-3-yl]-carbamic acid methyl ester), COCCO[AlH2-]OCCOC.[Na+] (Red-Al), [OH-].[Na+] (sodium hydroxide). Procedure details: Methyl-[4-(4-fluoro-2-methyl-phenyl)-6-thiomorpholin-4-yl-pyridin-3-yl]-amine can be produced by diluting Red-Al in toluene and adding this solution dropwise to a solution of [4-(4-fluoro-2-methyl-phenyl)-6-thiomorpholin-4-yl-pyridin-3-yl]-carbamic acid methyl ester in toluene. The yellow solution obtained is stirred at room temperature, cooled to about 0° C., and poured slowly onto a mixture of 4 N aqueous sodium hydroxide and ice (very exothermic). After stirring, the phases are separated, the... RXN SMILES: COCCO[AlH2-]OCCOC.[Na+].CO[C:15](=O)[NH:16][C:17]1[CH:18]=[N:19][C:20]([N:31]2[CH2:36][CH2:35][S:34][CH2:33][CH2:32]2)=[CH:21][C:22]=1[C:23]1[CH:28]=[CH:27][C:26]([F:29])=[CH:25][C:24]=1[CH3:30].[OH-].[Na+]>C1(C)C=CC=CC=1>[CH3:15][NH:16][C:17]1[CH:18]=[N:19][C:20]([N:31]2[CH2:32][CH2:33][S:34][CH2:35][CH2:36]2)=[CH:21][C:22]=1[C:23]1[CH:28]=[CH:27][C:26]([F:29])=[CH:25][C:24]=1[CH3:30] |f:0.1,3.4|. Product: CNC=1C=NC(=CC1C1=C(C=C(C=C1)F)C)N1CCSCC1 (methyl-[4-(4-fluoro-2-methyl-phenyl)-6-thiomorpholin-4-yl-pyridin-3-yl]-amine).